This data is from the Open Reaction Database (ORD), a public repository of structured organic reaction records. The task is: describe an organic reaction: reactants, conditions, products, and yield Reactants: C[Si](C)(C)CCOCCl (SEM-CL), C(C)OC(=O)C1=CC2=C(N=CN=C2Cl)N1 (4-chloro-7H-pyrrolo[2,3-d]pyrimidine-6-carboxylic acid ethyl ester), CN(C)C=O (DMF), [H-].[Na+] (NaH). Run in C(C)(=O)OCC (ethyl acetate). Conditions: temperature 0 celsius. Product: C(C)OC(=O)C1=CC2=C(N=CN=C2Cl)N1COCC[Si](C)(C)C (4-chloro-7-(2-trimethylsilanyl-ethoxymethyl)-7H-pyrrolo[2,3-d]pyrimidine-6-carboxylic acid ethyl ester). Yield: 82.4%. As a reaction SMILES: [CH2:1]([O:3][C:4]([C:6]1[NH:15][C:9]2[N:10]=[CH:11][N:12]=[C:13]([Cl:14])[C:8]=2[CH:7]=1)=[O:5])[CH3:2].CN(C=O)C.[H-].[Na+].[CH3:23][Si:24]([CH2:27][CH2:28][O:29][CH2:30]Cl)([CH3:26])[CH3:25]>C(OCC)(=O)C>[CH2:1]([O:3][C:4]([C:6]1[N:15]([CH2:30][O:29][CH2:28][CH2:27][Si:24]([CH3:26])([CH3:25])[CH3:23])[C:9]2[N:10]=[CH:11][N:12]=[C:13]([Cl:14])[C:8]=2[CH:7]=1)=[O:5])[CH3:2] |f:2.3|. Reported procedure: To a round bottom flask equipped with a magnetic stir bar was added 4-chloro-7H-pyrrolo[2,3-d]pyrimidine-6-carboxylic acid ethyl ester (0.13 g, 0.58 mmol, 1.0 eq.) and DMF (3 ml). The mixture was cooled to 0° C. followed by the addition of NaH (0.028 g, 0.70 mmol, 1.2 eq) with stirring. After stirring for 10 minutes SEM-CL (0.106 g, 0.64 mmol, 1.1 eq) was added and the reaction was allowed to warm to room temperature with stirring for 1 hour. The reaction was diluted with ethyl acetate (50 ml), ... The reactants are COCCl (methoxymethyl chloride), C(C=C)C(C(=O)OCC)C(=O)OCC (diethyl allylmalonate), solid, [H-].[Na+] (NaH), [OH-].[K+] (potassium hydroxide). The solvent is C1CCOC1 (THF), C(Cl)Cl.CO (CH2Cl2 MeOH). Conditions: temperature 0 celsius, time 20 minute. Product: C(C=C)C(C(=O)O)(C(=O)O)COC (2-allyl-2-methoxymethyl malonic acid). The yield is 53.1%. As a reaction SMILES: [CH2:1]([CH:4]([C:10]([O:12]CC)=[O:11])[C:5]([O:7]CC)=[O:6])[CH:2]=[CH2:3].[H-].[Na+].[CH3:17][O:18][CH2:19]Cl.[OH-].[K+]>C1COCC1.C(Cl)Cl.CO>[CH2:1]([C:4]([CH2:19][O:18][CH3:17])([C:10]([OH:12])=[O:11])[C:5]([OH:7])=[O:6])[CH:2]=[CH2:3] |f:1.2,4.5,7.8|. Procedure details: A solution of 1.0 mL (1.0 equiv, 0.005 mol) of diethyl allylmalonate in 15 mL of dry THF is cooled to 0° C. with an ice/water bath. 210 mg (1.05 equiv, 0.0052 mol) of solid NaH (60% in oil) is added and the mixture stirred for 20 min at 0° C. To the resulting solution is added dropwise 0.305 mL (1.05 equiv, 0.0052 mols) of methoxymethyl chloride at 0° C. The reaction is stirred at 0° C. for 20 min., allowed to warm to RT and stirred 16 h. the reaction mixture is filtered to remove solids and the... The reactants are O=C(O)c1ccc2oc(-c3ccc(OCc4ccccc4)cc3)cc(=O)c2c1, CCI, CN(C)P(=O)(N(C)C)N(C)C, [H-], [Na+], O. The product is CCOC(=O)c1ccc2oc(-c3ccc(OCc4ccccc4)cc3)cc(=O)c2c1. RXN SMILES: [CH2:1]([c:2]1[cH:3][cH:4][cH:5][cH:6][cH:7]1)[O:8][c:9]1[cH:10][cH:11][c:12](-[c:13]2[o:14][c:15]3[cH:16][cH:17][c:18]([C:24](=[O:25])[OH:26])[cH:19][c:20]3[c:21](=[O:23])[cH:22]2)[cH:27][cH:28]1.[CH2:31]([CH3:32])[I:33].[CH3:35][N:36]([CH3:37])[P:38]([N:39]([CH3:40])[CH3:41])([N:42]([CH3:43])[CH3:44])=[O:45].[H-:29].[Na+:30].[OH2:34]>>[CH2:1]([c:2]1[cH:3][cH:4][cH:5][cH:6][cH:7]1)[O:8][c:9]1[cH:10][cH:11][c:12](-[c:13]2[o:14][c:15]3[cH:16][cH:17][c:18]([C:24](=[O:25])[O:26][CH2:31][CH3:32])[cH:19][c:20]3[c:21](=[O:23])[cH:22]2)[cH:27][cH:28]1. The reactants are CS(=O)(=O)OCCC1=CC=C(C=C1)NC1=NC=2C3=C(C(CC2C=N1)C1=C(C=CC=C1)Cl)C=CC=C3 (4-(6-(2-chlorophenyl)-5,6-dihydrobenzo[h]quinazolin-2-ylamino)phenethyl methanesulfonate), CNC1CCCCC1 (N-methylcyclohexanamine). The product is Cl.ClC1=C(C=CC=C1)C1CC=2C=NC(=NC2C2=C1C=CC=C2)NC2=CC=C(C=C2)CCN(C)C2CCCCC2 (6-(2-chlorophenyl)-N-(4-(2-(cyclohexyl(methyl)amino)ethyl)phenyl)-5,6-dihydrobenzo[h]quinazolin-2-amine hydrochloride). RXN SMILES: CS(O[CH2:6][CH2:7][C:8]1[CH:13]=[CH:12][C:11]([NH:14][C:15]2[N:24]=[CH:23][C:22]3[CH2:21][CH:20]([C:25]4[CH:30]=[CH:29][CH:28]=[CH:27][C:26]=4[Cl:31])[C:19]4[CH:32]=[CH:33][CH:34]=[CH:35][C:18]=4[C:17]=3[N:16]=2)=[CH:10][CH:9]=1)(=O)=O.[CH3:36][NH:37][CH:38]1[CH2:43][CH2:42][CH2:41][CH2:40][CH2:39]1>>[ClH:31].[Cl:31][C:26]1[CH:27]=[CH:28][CH:29]=[CH:30][C:25]=1[CH:20]1[C:19]2[CH:32]=[CH:33][CH:34]=[CH:35][C:18]=2[C:17]2[N:16]=[C:15]([NH:14][C:11]3[CH:10]=[CH:9][C:8]([CH2:7][CH2:6][N:37]([CH:38]4[CH2:43][CH2:42][CH2:41][CH2:40][CH2:39]4)[CH3:36])=[CH:13][CH:12]=3)[N:24]=[CH:23][C:22]=2[CH2:21]1 |f:2.3|. Reported procedure: This product was synthesized as described in general procedure 2 except 4-(6-(2-chlorophenyl)-5,6-dihydrobenzo[h]quinazolin-2-ylamino)phenethyl methanesulfonate was used instead of 4-(6-(3-bromophenyl)-5,6-dihydrobenzo[h]quinazolin-2-ylamino)phenethyl methanesulfonate and N-methylcyclohexanamine instead of piperidine to afford 6-(2-chlorophenyl)-N-(4-(2-(cyclohexyl(methyl)amino)ethyl)phenyl)-5,6-dihydrobenzo[h]quinazolin-2-amine hydrochloride. 1H-NMR 400 MHz (CDCl3) δ 8.45 (d, J=7.8 Hz, 1H), 8.1... The reactants are [Cl-].C(CCCCC(=O)[O-])(=O)OC (monomethyl adipate chloride), [Cl-].[Al+3].[Cl-].[Cl-] (aluminum chloride), COC1=CC2=CC=CC=C2C=C1 (2-methoxynaphthalene), C(C(=O)Cl)(=O)Cl (oxalyl chloride), C(CCCCC(=O)[O-])(=O)OC (monomethyl adipate). The solvent is [N+](=O)([O-])C1=CC=CC=C1 (nitrobenzene), C(Cl)Cl (methylene chloride). Run at time 8 hour. Product: COC=1C=C2C=CC(=CC2=CC1)C(CCCCC(=O)OC)=O (methyl 6-(6-methoxy-2-naphthyl)-6-oxohexanoate). RXN SMILES: [Cl-].[Al+3].[Cl-].[Cl-].[CH3:5][O:6][C:7]1[CH:16]=[CH:15][C:14]2[C:9](=[CH:10][CH:11]=[CH:12][CH:13]=2)[CH:8]=1.[Cl-].[C:18]([O:27][CH3:28])(=[O:26])[CH2:19][CH2:20][CH2:21][CH2:22][C:23]([O-])=[O:24].C(Cl)(=O)C(Cl)=O.C(OC)(=O)CCCCC([O-])=O>[N+](C1C=CC=CC=1)([O-])=O.C(Cl)Cl>[CH3:5][O:6][C:7]1[CH:8]=[C:9]2[C:14](=[CH:15][CH:16]=1)[CH:13]=[C:12]([C:23](=[O:24])[CH2:22][CH2:21][CH2:20][CH2:19][C:18]([O:27][CH3:28])=[O:26])[CH:11]=[CH:10]2 |f:0.1.2.3,5.6|. Procedure: Into a solution of 6.32 g (47.4 mmol) of anhydrous aluminum chloride in 60 ml of dry nitrobenzene was added 5.03 g (31.7 mmol) of 2-methoxynaphthalene chilled with an ice bath, followed by stirring. Subsequently, under an ice bath, monomethyl adipate chloride (synthesized by adding 5.0 ml (57.3 mmol) of oxalyl chloride under an ice bath to a solution of 5.85 ml (39.5 mmol) monomethyl adipate in 50 ml of dry methylene chloride) to carry out the reaction for 6 hours, and evaporating methylene chlo...